From a dataset of the Open Reaction Database (ORD), a public repository of structured organic reaction records. describe an organic reaction: reactants, conditions, products, and yield Starting materials: CC1(COC2=C(OC1)C=CC=C2)C (3,4-dihydro-3,3-dimethyl-2H-1,5-benzodioxepine), BrBr (Br2). Run in C(Cl)Cl (methylene chloride), C(Cl)Cl (CH2Cl2). The product is BrC1=CC2=C(OCC(CO2)(C)C)C=C1 (7-bromo-3,4-dihydro-3,3-dimethyl-2H-1,5-benzodioxepine). The yield is 108.2%. As a reaction SMILES: [CH3:1][C:2]1([CH3:13])[CH2:8][O:7][C:6]2[CH:9]=[CH:10][CH:11]=[CH:12][C:5]=2[O:4][CH2:3]1.[Br:14]Br>C(Cl)Cl>[Br:14][C:10]1[CH:11]=[CH:12][C:5]2[O:4][CH2:3][C:2]([CH3:13])([CH3:1])[CH2:8][O:7][C:6]=2[CH:9]=1. Procedure details: 8.55 g of 3,4-dihydro-3,3-dimethyl-2H-1,5-benzodioxepine (see Example 10) were dissolved in 70 ml of methylene chloride (CH2Cl2) and treated at 0° C. under an Argon atmosphere with a solution of 8.0 g of Br2 in 30 ml of CH2Cl2. The mixture was warmed to room temperature and left to react for 1 hour. It was then poured on to ice and extracted with ether. Washing with NaHCO3 solution and water, drying and evaporation yielded 13.35 g of 7-bromo-3,4-dihydro-3,3-dimethyl-2H-1,5-benzodioxepine as a co...